From a dataset of the Open Reaction Database (ORD), a public repository of structured organic reaction records. describe an organic reaction: reactants, conditions, products, and yield Starting materials: N#CCC(N)=O, N#Cc1c(O)nsc1Nc1ccccc1. The product is N#Cc1cccc(Nc2snc(O)c2C#N)c1. RXN SMILES: [C:1](#[N:2])[CH2:3][C:4]([NH2:5])=[O:6].[OH:7][c:8]1[n:9][s:10][c:11]([NH:15][c:16]2[cH:17][cH:18][cH:19][cH:20][cH:21]2)[c:12]1[C:13]#[N:14]>>[C:1](#[N:2])[c:20]1[cH:19][cH:18][cH:17][c:16]([NH:15][c:11]2[s:10][n:9][c:8]([OH:7])[c:12]2[C:13]#[N:14])[cH:21]1. Reactants: CC(C)(C)OC(=O)N1CC(Cc2ccccc2)CC1C(=O)N1CCCN(C2CCC2)CC1, ClCCl, O=C(O)C(F)(F)F. The product is O=C(C1CC(Cc2ccccc2)CN1)N1CCCN(C2CCC2)CC1. Reaction SMILES: [C:1]([O:2][C:3](=[O:4])[N:8]1[CH:9]([C:20](=[O:21])[N:22]2[CH2:23][CH2:24][N:25]([CH:29]3[CH2:30][CH2:31][CH2:32]3)[CH2:26][CH2:27][CH2:28]2)[CH2:10][CH:11]([CH2:13][c:14]2[cH:15][cH:16][cH:17][cH:18][cH:19]2)[CH2:12]1)([CH3:5])([CH3:6])[CH3:7].[Cl:40][CH2:41][Cl:42].[F:33][C:34]([F:35])([F:36])[C:37]([OH:38])=[O:39]>>[NH:8]1[CH:9]([C:20](=[O:21])[N:22]2[CH2:23][CH2:24][N:25]([CH:29]3[CH2:30][CH2:31][CH2:32]3)[CH2:26][CH2:27][CH2:28]2)[CH2:10][CH:11]([CH2:13][c:14]2[cH:15][cH:16][cH:17][cH:18][cH:19]2)[CH2:12]1. Starting materials: C1(CCCCC1)CS(=O)(=O)N1[C@@H](CCCC1)C(=O)OC (Methyl (2S)-1-[(cyclohexylmethyl)sulfonyl]-2-piperidinecarboxylate), N (ammonia). Run in O1CCOCC1 (1,4-dioxane). Conditions: temperature 100 celsius. Yields the product C1(CCCCC1)CS(=O)(=O)N1[C@@H](CCCC1)C(=O)N ((2S)-1-[(cyclohexylmethyl)sulfonyl]-2-piperidinecarboxamide). As a reaction SMILES: [CH:1]1([CH2:7][S:8]([N:11]2[CH2:16][CH2:15][CH2:14][CH2:13][C@H:12]2[C:17]([O:19]C)=O)(=[O:10])=[O:9])[CH2:6][CH2:5][CH2:4][CH2:3][CH2:2]1.[NH3:21]>O1CCOCC1>[CH:1]1([CH2:7][S:8]([N:11]2[CH2:16][CH2:15][CH2:14][CH2:13][C@H:12]2[C:17]([NH2:21])=[O:19])(=[O:10])=[O:9])[CH2:6][CH2:5][CH2:4][CH2:3][CH2:2]1. Reported procedure: Methyl (2S)-1-[(cyclohexylmethyl)sulfonyl]-2-piperidinecarboxylate (3.0 g) [see Preparation 25) was dissolved in 1,4-dioxane (30 ml) and 0.88 aqueous ammonia solution (25 ml) was added. Ammonia gas was bubbled through the mixture for 20 mins. and the reaction mixture was heated to 100° C. in a sealed vessel for 56 hours. After this time the mixture was cooled and the solvent removed under reduced pressure. The residue was taken up in ethyl acetate and washed with saturated aqueous sodium hydroge... Starting materials: ClCCl, CCSSCC, CNC(=O)Nc1ccc(OC)c(Cl)c1, Cl, O=S(=O)(Cl)Cl, c1ccncc1. The product is CCSN(C)C(=O)Nc1ccc(OC)c(Cl)c1. As a reaction SMILES: [CH2:27]([Cl:28])[Cl:29].[CH2:6]([S:7][S:9][CH2:10][CH3:11])[CH3:8].[CH3:12][NH:13][C:14](=[O:15])[NH:16][c:17]1[cH:18][c:19]([Cl:25])[c:20]([O:23][CH3:24])[cH:21][cH:22]1.[ClH:26].[S:1]([Cl:2])([Cl:3])(=[O:4])=[O:5].[cH:30]1[cH:31][cH:32][n:33][cH:34][cH:35]1>>[S:9]([CH2:10][CH3:11])[N:13]([CH3:12])[C:14](=[O:15])[NH:16][c:17]1[cH:18][c:19]([Cl:25])[c:20]([O:23][CH3:24])[cH:21][cH:22]1. Yields the product C(=O)C1=C(C=C(C=C1)OC)OS(=O)(=O)C(F)(F)F (trifluoro-methanesulfonic acid 2-formyl-5-methoxy-phenyl ester). RXN SMILES: [OH:1][C:2]1[CH:9]=[C:8]([O:10][CH3:11])[CH:7]=[CH:6][C:3]=1[CH:4]=[O:5].N1C=CC=CC=1.[O:18](S(C(F)(F)F)(=O)=O)[S:19]([C:22]([F:25])([F:24])[F:23])(=O)=[O:20].CCOC(C)=O>C(Cl)Cl>[CH:4]([C:3]1[CH:6]=[CH:7][C:8]([O:10][CH3:11])=[CH:9][C:2]=1[O:1][S:19]([C:22]([F:25])([F:24])[F:23])(=[O:20])=[O:18])=[O:5]. Run at temperature -10 celsius, time 2.5 hour. Procedure: To a solution of 2-hydroxy-4-methoxy-benzaldehyde (30 g, 197 mmol) in DCM (anhydrous, 120 mL) was added pyridine (79 mL, 986 mmol) at room temperature. After the mixture was cooled to −10° C., the Tf2O (50 mL, 296 mmol) was slowly added to the reaction between −10° C. to 0° C. The addition took about 2.5 hours. After the addition, the stirring was kept for 30 minutes. The EtOAc (200 mL) was added. The organic layer was washed with 1 M HCl (3×80 mL), dried over MgSO4, filtered, and evaporated und... Isolated yield 82.2%. The reactants are OC1=C(C=O)C=CC(=C1)OC (2-hydroxy-4-methoxy-benzaldehyde), N1=CC=CC=C1 (pyridine), CCOC(=O)C (EtOAc), O(S(=O)(=O)C(F)(F)F)S(=O)(=O)C(F)(F)F (Tf2O). The solvent is C(Cl)Cl (DCM). The reagents and catalysts are [Ni] (Raney nickel). As a reaction SMILES: Cl[C:2]1[N:7]=[N:6][C:5]([NH:8][CH2:9][CH:10]2[CH2:15][CH2:14][N:13]([C:16]([O:18][CH2:19][C:20]3[CH:25]=[CH:24][CH:23]=[CH:22][CH:21]=3)=[O:17])[CH2:12][CH2:11]2)=[CH:4][CH:3]=1.[H][H]>C(O)C.[Ni]>[N:7]1[CH:2]=[CH:3][CH:4]=[C:5]([NH:8][CH2:9][CH:10]2[CH2:15][CH2:14][N:13]([C:16]([O:18][CH2:19][C:20]3[CH:25]=[CH:24][CH:23]=[CH:22][CH:21]=3)=[O:17])[CH2:12][CH2:11]2)[N:6]=1. Reported procedure: Benzyl 4-{[(6-chloro-3-pyridazinyl)amino]methyl}-1piperidinecarboxylate (EXAMPLE 22) (400 mg, 1.11 mmol) was dissolved in absolute ethanol. Raney nickel (65 mg, 1.11 mmol) was then added and the resulting reaction was stirred under 1 atm hydrogen for 18 h. The catalyst was filtered and the filtrate was concentrated under reduced pressure. The resulting clear oil was purified by silica gel chromatography to give the title compound as a clear oil. Reactants: ClC1=CC=C(N=N1)NCC1CCN(CC1)C(=O)OCC1=CC=CC=C1 (Benzyl 4-{[(6-chloro-3-pyridazinyl)amino]methyl}-1-piperidinecarboxylate), [H][H] (hydrogen). The solvent is C(C)O (ethanol). The product is N1=NC(=CC=C1)NCC1CCN(CC1)C(=O)OCC1=CC=CC=C1 (Benzyl 4-[(3-pyridazinylamino)methyl]-1-piperidinecarboxylate). Reactants: Nc1ccc(C2CCC(=O)CC2)cn1, O=C(CNC(=O)c1cccc(C(F)(F)F)c1)NC1CNC1. The product is Nc1ccc(C2CCC(N3CC(NC(=O)CNC(=O)c4cccc(C(F)(F)F)c4)C3)CC2)cn1. Reaction SMILES: [NH2:1][c:2]1[cH:3][cH:4][c:5]([CH:8]2[CH2:9][CH2:10][C:11](=[O:14])[CH2:12][CH2:13]2)[cH:6][n:7]1.[NH:15]1[CH2:16][CH:17]([NH:19][C:20](=[O:21])[CH2:22][NH:23][C:24]([c:25]2[cH:26][c:27]([C:31]([F:32])([F:33])[F:34])[cH:28][cH:29][cH:30]2)=[O:35])[CH2:18]1>>[NH2:1][c:2]1[cH:3][cH:4][c:5]([CH:8]2[CH2:9][CH2:10][CH:11]([N:15]3[CH2:16][CH:17]([NH:19][C:20](=[O:21])[CH2:22][NH:23][C:24]([c:25]4[cH:26][c:27]([C:31]([F:32])([F:33])[F:34])[cH:28][cH:29][cH:30]4)=[O:35])[CH2:18]3)[CH2:12][CH2:13]2)[cH:6][n:7]1. Starting materials: [N+](=O)([O-])C=1C=C2C(C(=O)OC2=O)=CC1 (4-Nitro-phthalic anhydride), NC(CO)(C)C (2-amino-2-methylpropanol), O (water). The solvent is C(Cl)Cl (CH2Cl2). Yields the product CC(CO)(C)N1CC2=CC=C(C=C2C1)[N+](=O)[O-] (2-(1,1-dimethyl-2-hydroxyethyl)-5-nitro-2,3-dihydro-1H-isoindol). RXN SMILES: [N+:1]([C:4]1[CH:5]=[C:6]2[C:11](=O)O[C:8](=O)[C:7]2=[CH:13][CH:14]=1)([O-:3])=[O:2].[NH2:15][C:16]([CH3:20])([CH3:19])[CH2:17][OH:18].O>C(Cl)Cl>[CH3:19][C:16]([N:15]1[CH2:11][C:6]2[C:7](=[CH:13][CH:14]=[C:4]([N+:1]([O-:3])=[O:2])[CH:5]=2)[CH2:8]1)([CH3:20])[CH2:17][OH:18]. Procedure: 20 g of 4-Nitro-phthalic anhydride and 8.94 g of 2-amino-2-methylpropanol were heated to 170° C. for 30 min. After cooling, water and CH2Cl2 were added, and the organic phase separated, concentrated and purified by chromatography on silica (eluent CH2Cl2/MeOH 97/3).